From a dataset of the Open Reaction Database (ORD), a public repository of structured organic reaction records. describe an organic reaction: reactants, conditions, products, and yield The reactants are COC(=O)C1CC=C(C(C)=O)CC1C(=O)OC, CCO, Cc1ccc(S(=O)(=O)NN)cc1. Yields the product CC=C1CCC(C(=O)OC)C(C(=O)OC)C1. As a reaction SMILES: [C:1]([CH3:2])(=[O:3])[C:4]1=[CH:13][CH2:12][CH:7]([C:8](=[O:9])[O:10][CH3:11])[CH:6]([C:14](=[O:15])[O:16][CH3:17])[CH2:5]1.[CH3:30][CH2:31][OH:32].[S:18]([NH:19][NH2:20])([c:21]1[cH:22][cH:23][c:24]([CH3:25])[cH:26][cH:27]1)(=[O:28])=[O:29]>>[CH:1]([CH3:2])=[C:4]1[CH2:5][CH:6]([C:14](=[O:15])[O:16][CH3:17])[CH:7]([C:8](=[O:9])[O:10][CH3:11])[CH2:12][CH2:13]1. Reactants: C(C)(=O)NC=1SC(=C(N1)CCC1=CC=C(C=C1)NC(OC(C)(C)C)=O)C(=O)NCC1=CC=C(C=C1)[N+](=O)[O-] (tert-Butyl {4-[2-(2-(acetylamino)-5-{[(4-nitrobenzyl)amino]carbonyl}-1,3-thiazol-4-yl)ethyl]phenyl}carbamate), C(=O)(C(F)(F)F)O (TFA). Product: C(C)(=O)NC=1SC(=C(N1)CCC1=CC=C(C=C1)N)C(=O)NCC1=CC=C(C=C1)[N+](=O)[O-] (2-(acetylamino)-4-[2-(4-aminophenyl)ethyl]-N-(4-nitrobenzyl)-1,3-thiazole-5-carboxamide). Yield: 84.1%. As a reaction SMILES: [C:1]([NH:4][C:5]1[S:6][C:7]([C:26]([NH:28][CH2:29][C:30]2[CH:35]=[CH:34][C:33]([N+:36]([O-:38])=[O:37])=[CH:32][CH:31]=2)=[O:27])=[C:8]([CH2:10][CH2:11][C:12]2[CH:17]=[CH:16][C:15]([NH:18]C(=O)OC(C)(C)C)=[CH:14][CH:13]=2)[N:9]=1)(=[O:3])[CH3:2].C(O)(C(F)(F)F)=O>>[C:1]([NH:4][C:5]1[S:6][C:7]([C:26]([NH:28][CH2:29][C:30]2[CH:31]=[CH:32][C:33]([N+:36]([O-:38])=[O:37])=[CH:34][CH:35]=2)=[O:27])=[C:8]([CH2:10][CH2:11][C:12]2[CH:13]=[CH:14][C:15]([NH2:18])=[CH:16][CH:17]=2)[N:9]=1)(=[O:3])[CH3:2]. Reported procedure: tert-Butyl {4-[2-(2-(acetylamino)-5-{[(4-nitrobenzyl)amino]carbonyl}-1,3-thiazol-4-yl)ethyl]phenyl}carbamate (135 mg) and TFA (2 ml) were combined at 0° C. The reaction mixture was stirred at room temperature for an hour, and concentrated in vacuo. The residue was dissolved in MeOH and CHCl3, and made basic (pH=8) by 1N—NaOH. The mixture was concentrated in vacuo. The residual solid was washed with water to give 2-(acetylamino)-4-[2-(4-aminophenyl)ethyl]-N-(4-nitrobenzyl)-1,3-thiazole-5-carboxam... Starting materials: FC1=C(C=C(C=C1)OC)B(O)O (2-fluoro-5-methoxyphenylboronic acid), [F-].[Cs+] (cesium fluoride), BrC1=C(C=C(C(=O)OC)C=C1)OC1OCCCC1 (Methyl 4-bromo-3-(tetrahydro-2H-pyran-2-yloxy)benzoate). Reagents/catalysts: C=1C=CC(=CC1)[P](C=2C=CC=CC2)(C=3C=CC=CC3)[Pd]([P](C=4C=CC=CC4)(C=5C=CC=CC5)C=6C=CC=CC6)([P](C=7C=CC=CC7)(C=8C=CC=CC8)C=9C=CC=CC9)[P](C=1C=CC=CC1)(C=1C=CC=CC1)C=1C=CC=CC1 (tetrakis(triphenylphosphine)palladium). Run in COCCOC (DME). Run at temperature 90 celsius. Product: FC1=C(C=C(C=C1)OC)C1=C(C=C(C=C1)C(=O)OC)OC1OCCCC1 (Methyl 2′-fluoro-5′-(methyloxy)-2-(tetrahydro-2H-pyran-2-yloxy)-1,1′-biphenyl-4-carboxylate). The yield is 71.8%. As a reaction SMILES: [F:1][C:2]1[CH:7]=[CH:6][C:5]([O:8][CH3:9])=[CH:4][C:3]=1B(O)O.[F-].[Cs+].Br[C:16]1[CH:25]=[CH:24][C:19]([C:20]([O:22][CH3:23])=[O:21])=[CH:18][C:17]=1[O:26][CH:27]1[CH2:32][CH2:31][CH2:30][CH2:29][O:28]1>C1C=CC([P]([Pd]([P](C2C=CC=CC=2)(C2C=CC=CC=2)C2C=CC=CC=2)([P](C2C=CC=CC=2)(C2C=CC=CC=2)C2C=CC=CC=2)[P](C2C=CC=CC=2)(C2C=CC=CC=2)C2C=CC=CC=2)(C2C=CC=CC=2)C2C=CC=CC=2)=CC=1.COCCOC>[F:1][C:2]1[CH:7]=[CH:6][C:5]([O:8][CH3:9])=[CH:4][C:3]=1[C:16]1[CH:25]=[CH:24][C:19]([C:20]([O:22][CH3:23])=[O:21])=[CH:18][C:17]=1[O:26][CH:27]1[CH2:32][CH2:31][CH2:30][CH2:29][O:28]1 |f:1.2,^1:36,38,57,76|. Procedure details: To a 2 dram vial charged with 2-fluoro-5-methoxyphenylboronic acid (available from Aldrich) (3.17 g, 18.7 mmol), tetrakis(triphenylphosphine)palladium (0) (0.719 g, 0.622 mmol), cesium fluoride (1.15 mL, 31.1 mmol), and 26.2 (1.96 g, 6.22 mmol), was added DME (20 mL). The reaction mixture was then heated at 90° C. overnight. The reaction was allowed to cool and then filtered and concentrated. The crude product was purified by combiflash (0 to 10% EtOAc/hexanes) yielding 26.3 (1.61 g, 71.8% yield...